The task is: describe an organic reaction: reactants, conditions, products, and yield. This data is from the Open Reaction Database (ORD), a public repository of structured organic reaction records. Starting materials: C(C)(C)(C)OC(=O)N1CCN(CC1)C1=NC=CC=C1C(F)(F)F (4-(3-trifluoromethyl-pyridin-2-yl)-piperazine-1-carboxylic acid tert-butyl ester), C(=O)(C(F)(F)F)O (TFA). Solvent: ClCCl (dichloromethane). Conditions: time 2.5 hour. The product is FC(C=1C(=NC=CC1)N1CCNCC1)(F)F (1-(3-trifluoromethyl-pyridin-2-yl)-piperazine). The yield is 96.0%. RXN SMILES: C(OC([N:8]1[CH2:13][CH2:12][N:11]([C:14]2[C:19]([C:20]([F:23])([F:22])[F:21])=[CH:18][CH:17]=[CH:16][N:15]=2)[CH2:10][CH2:9]1)=O)(C)(C)C.C(O)(C(F)(F)F)=O>ClCCl>[F:23][C:20]([F:21])([F:22])[C:19]1[C:14]([N:11]2[CH2:10][CH2:9][NH:8][CH2:13][CH2:12]2)=[N:15][CH:16]=[CH:17][CH:18]=1. Procedure: To a clear solution of 4-(3-trifluoromethyl-pyridin-2-yl)-piperazine-1-carboxylic acid tert-butyl ester in anhydrous dichloromethane (15 mL) was added TFA (8 mL) dropwise. The yellow solution was stirred at room temperature for 2.5 hour. Reaction was complete as determined by TLC. TFA was removed under reduced pressure. The residue was redissolved in dichloromethane (50 mL), and washed with sat. K2CO3 solution first, then washed with brine and dried over Na2SO4, filtered and concentrated down to... The reactants are N1=CC=CC=C1 (pyridine), C(C)(=O)OC=1C(C(=O)O)=CC=CC1 (acetylsalicylic acid), BrC1=C(C(=CC(=C1)N)Br)O (2,6-Dibromo-4-aminophenol), C(C)(=O)OC=1C(C(=O)Cl)=CC=CC1 (acetylsalicyloyl chloride). The solvent is CC(=O)C (acetone), CC(=O)C (acetone), C(C)(=O)OCC (ethyl acetate). The product is BrC=1C=C(C(=O)NC2=C(C=CC=C2)O)C=C(C1O)Br (3,5-dibromo-2',4-dihydroxybenzanilide). The yield is 78.0%. Reaction SMILES: [Br:1][C:2]1[CH:7]=[C:6](N)[CH:5]=[C:4]([Br:9])[C:3]=1[OH:10].[N:11]1[CH:16]=[CH:15][CH:14]=[CH:13][CH:12]=1.[C:17](OC1C(=CC=CC=1)C(Cl)=O)(=[O:19])C.[C:30](OC1C(=CC=CC=1)C(O)=O)(=[O:32])C>CC(C)=O.C(OCC)(=O)C>[Br:1][C:2]1[CH:7]=[C:6]([CH:5]=[C:4]([Br:9])[C:3]=1[OH:10])[C:17]([NH:11][C:16]1[CH:15]=[CH:14][CH:13]=[CH:12][C:30]=1[OH:32])=[O:19]. Procedure: 2,6-Dibromo-4-aminophenol (0.6 g.) was dissolved in acetone (30 ml.) to which was added pyridine (0.32 ml.). Then dropwise and with stirring the solution was added to an acetone solution (10 ml.) containing acetylsalicyloyl chloride which was prepared from acetylsalicylic acid (0.38 g.). Then the reactant solution was evaporated to dryness under reduced pressure to give a residue which was dissolved in ethyl acetate. After washing first with water and then with 1 N hydrochloric acid, the solutio... Starting materials: BrC1CCC(N2C1=NC=C(C2=O)C(=O)O)C (9-bromo-6-methyl-4-oxo-6,7,8,9-tetrahydro-4H-pyrido[1,2-a]pyrimidine-3-carboxylic acid). The solvent is N1=CC=CC=C1 (pyridine). Reaction conditions: time 3 day. Product: [Br-].CC1CCC(C=2N1C(C=CN2)=O)[N+]2=CC=CC=C2 (1-(6-methyl-4-oxo-6,7,8,9-tetrahydro-4H-pyrido[1,2-a]pyrimidine-9-yl)-pyridinium bromide). Yield: 66.9%. As a reaction SMILES: [Br:1][CH:2]1[C:7]2=[N:8][CH:9]=[C:10](C(O)=O)[C:11](=[O:12])[N:6]2[CH:5]([CH3:16])[CH2:4][CH2:3]1>N1C=CC=CC=1>[Br-:1].[CH3:16][CH:5]1[N:6]2[C:11](=[O:12])[CH:10]=[CH:9][N:8]=[C:7]2[CH:2]([N+:6]2[CH:7]=[CH:2][CH:3]=[CH:4][CH:5]=2)[CH2:3][CH2:4]1 |f:2.3|. Procedure: 1.0 g. (3.48 mmoles) of 9-bromo-6-methyl-4-oxo-6,7,8,9-tetrahydro-4H-pyrido[1,2-a]pyrimidine-3-carboxylic acid is dissolved in 4 ml. of pyridine and the solution is allowed to stand for 3 days at room temperature. The precipitated crystals are filtered and washed with chloroform. 0.75 g. (66.9%) of 1-(6-methyl-4-oxo-6,7,8,9-tetrahydro-4H-pyrido[1,2-a]pyrimidine-9-yl)-pyridinium bromide is obtained. Melting point: 250°-252° C. After recrystallization twice from methanol the melting point is incre... Starting materials: C(CCCCCCCCCCCCC)SC (n-tetradecylmethyl sulfide), ClCl (chlorine), C1(=CC=CC=C1)O (phenol). The product is [Cl-].OC1=CC=C(C=C1)CCCCCCCCCCCCCC[SH+]C ((4-hydroxyphenyl)n-tetradecylmethyl sulfonium chloride). Reaction SMILES: [CH2:1]([S:15][CH3:16])[CH2:2][CH2:3][CH2:4][CH2:5][CH2:6][CH2:7][CH2:8][CH2:9][CH2:10][CH2:11][CH2:12][CH2:13][CH3:14].[Cl:17]Cl.[C:19]1([OH:25])[CH:24]=[CH:23][CH:22]=[CH:21][CH:20]=1>>[Cl-:17].[OH:25][C:19]1[CH:24]=[CH:23][C:22]([CH2:14][CH2:13][CH2:12][CH2:11][CH2:10][CH2:9][CH2:8][CH2:7][CH2:6][CH2:5][CH2:4][CH2:3][CH2:2][CH2:1][SH+:15][CH3:16])=[CH:21][CH:20]=1 |f:3.4|. Reported procedure: (4-hydroxyphenyl)n-tetradecylmethyl sulfonium chloride was prepared using as reactants n-tetradecylmethyl sulfide, chlorine and phenol according to the general procedure described in French patent 1,377,019. The product has a melting point of 136.2° - 137.2° C. and the structure was confirmed by elemental and NMR analyses. Reactants: CC(=O)O[BH-](OC(C)=O)OC(C)=O, Cc1cc(-c2ccc3c(c2)CCNCC3)n(C)n1, CC(=O)O, [Na+], [Na+], C1CCOC1, [OH-], CC(=O)CCO. Product: Cc1cc(-c2ccc3c(c2)CCN(C(C)CCO)CC3)n(C)n1. Reaction SMILES: [C:25]([O:26][BH-:27]([O:28][C:29](=[O:30])[CH3:31])[O:32][C:33](=[O:34])[CH3:35])(=[O:36])[CH3:37].[CH3:1][n:2]1[n:3][c:4]([CH3:18])[cH:5][c:6]1-[c:7]1[cH:8][c:9]2[c:10]([cH:16][cH:17]1)[CH2:11][CH2:12][NH:13][CH2:14][CH2:15]2.[CH3:46][C:47](=[O:48])[OH:49].[Na+:38].[Na+:40].[O:41]1[CH2:42][CH2:43][CH2:44][CH2:45]1.[OH-:39].[OH:19][CH2:20][CH2:21][C:22]([CH3:23])=[O:24]>>[CH3:1][n:2]1[n:3][c:4]([CH3:18])[cH:5][c:6]1-[c:7]1[cH:8][c:9]2[c:10]([cH:16][cH:17]1)[CH2:11][CH2:12][N:13]([CH:22]([CH2:21][CH2:20][OH:19])[CH3:23])[CH2:14][CH2:15]2. The reactants are O1COC2=C1C=CC(=C2)C(O)C2=CC(=C(C=C2)OC)OCC (benzo[1,3]dioxol-5-yl-(3-ethoxy-4-methoxy-phenyl)-methanol). The reagents and catalysts are O=[Mn]=O (MnO2), O=[Mn]=O (MnO2). Run in C(Cl)Cl (CH2Cl2). Product: O1COC2=C1C=CC(=C2)C(=O)C2=CC(=C(C=C2)OC)OCC (benzo[1,3]dioxol-5-yl-(3-ethoxy-4-methoxy-phenyl)-methanone). The yield is 98.0%. RXN SMILES: [O:1]1[C:5]2[CH:6]=[CH:7][C:8]([CH:10]([C:12]3[CH:17]=[CH:16][C:15]([O:18][CH3:19])=[C:14]([O:20][CH2:21][CH3:22])[CH:13]=3)[OH:11])=[CH:9][C:4]=2[O:3][CH2:2]1>C(Cl)Cl.O=[Mn]=O>[O:1]1[C:5]2[CH:6]=[CH:7][C:8]([C:10]([C:12]3[CH:17]=[CH:16][C:15]([O:18][CH3:19])=[C:14]([O:20][CH2:21][CH3:22])[CH:13]=3)=[O:11])=[CH:9][C:4]=2[O:3][CH2:2]1. Reported procedure: To a stirred solution of benzo[1,3]dioxol-5-yl-(3-ethoxy-4-methoxy-phenyl)-methanol (1.09 g, 3.6 mmol) in CH2Cl2 (20 mL) at room temperature was added activated MnO2 powder (1.6 g, 18.1 mmol) and kept adding 23 equivalents of MnO2 every 35 h until HPLC showed disappearance of the starting material. The black suspension was filtered through a Celite pad, concentrated in vacuo to give benzo[1,3]dioxol-5-yl-(3-ethoxy-4-methoxy-phenyl)-methanone as an off-white solid (1.06 g, 98% yield): 1H NMR (CDC...